Task: describe an organic reaction: reactants, conditions, products, and yield. Dataset: the Open Reaction Database (ORD), a public repository of structured organic reaction records Reactants: ClC=1N=C2N(N=C(C=C2)Cl)C1 (2,6-Dichloroimidazo[1,2-b]pyridazine), O1CCCC1 (tetrahydrofuran), C(CC)[Mg]Cl (propylmagnesium chloride), O1CCCC1 (tetrahydrofuran). The reagents and catalysts are Cl[Ni]1([P](CCC[P](C2=CC=CC=C2)1C3=CC=CC=C3)(C4=CC=CC=C4)C5=CC=CC=C5)Cl ([1,3-bis(diphenylphosphino)propane]nickel (II) dichloride). The solvent is O (water). Yields the product ClC=1N=C2N(N=C(C=C2)CCC)C1 (2-chloro-6-n-propylimidazo[1,2-b]pyridazine). As a reaction SMILES: [Cl:1][C:2]1[N:3]=[C:4]2[CH:9]=[CH:8][C:7](Cl)=[N:6][N:5]2[CH:11]=1.O1C[CH2:15][CH2:14][CH2:13]1.C([Mg]Cl)CC>Cl[Ni]1(Cl)[P](C2C=CC=CC=2)(C2C=CC=CC=2)CCC[P]1(C1C=CC=CC=1)C1C=CC=CC=1.O>[Cl:1][C:2]1[N:3]=[C:4]2[CH:9]=[CH:8][C:7]([CH2:13][CH2:14][CH3:15])=[N:6][N:5]2[CH:11]=1 |^1:24,40|. Procedure details: 2,6-Dichloroimidazo[1,2-b]pyridazine (1.6 g, 8.5 mmol), [1,3-bis(diphenylphosphino)propane]nickel (II) dichloride (catalytic amount) and dehydrated tetrahydrofuran (20 ml) were introduced into a 100-ml three-necked flask under a nitrogen stream and stirred under ice-cooling, and a solution of propylmagnesium chloride in tetrahydrofuran (2 M, 6.4 ml, 12.8 mmol) was added dropwise thereto at 10° C. or less. After dropping, the mixture was stirred for 1 hour at the same temperature, for 1 hour at r... The reactants are CCOC(=O)C(=Cc1ccc(C(=O)O)cc1)C(=O)C(C)C, C1CCOC1, ClCCl. Yields the product CCOC(=O)C(Cc1ccc(C(=O)O)cc1)C(=O)C(C)C. RXN SMILES: [CH2:1]([CH3:2])[O:3][C:4](=[O:5])[C:6](=[CH:7][c:8]1[cH:9][cH:10][c:11]([C:12](=[O:13])[OH:14])[cH:15][cH:16]1)[C:17]([CH:18]([CH3:19])[CH3:20])=[O:21].[CH2:22]1[O:23][CH2:24][CH2:25][CH2:26]1.[Cl:27][CH2:28][Cl:29]>>[CH2:1]([CH3:2])[O:3][C:4](=[O:5])[CH:6]([CH2:7][c:8]1[cH:9][cH:10][c:11]([C:12](=[O:13])[OH:14])[cH:15][cH:16]1)[C:17]([CH:18]([CH3:19])[CH3:20])=[O:21].